This data is from the Open Reaction Database (ORD), a public repository of structured organic reaction records. The task is: describe an organic reaction: reactants, conditions, products, and yield As a reaction SMILES: [NH2:1][C:2]1[S:3][C:4]([N:12]2[CH2:17][CH2:16][O:15][CH2:14][CH2:13]2)=[C:5]([C:7]2[O:8][CH:9]=[CH:10][CH:11]=2)[N:6]=1.[Cl:18][C:19]1[CH:27]=[CH:26][C:22]([C:23](Cl)=[O:24])=[CH:21][N:20]=1>N1C=CC=CC=1>[Cl:18][C:19]1[CH:27]=[CH:26][C:22]([C:23]([NH:1][C:2]2[S:3][C:4]([N:12]3[CH2:13][CH2:14][O:15][CH2:16][CH2:17]3)=[C:5]([C:7]3[O:8][CH:9]=[CH:10][CH:11]=3)[N:6]=2)=[O:24])=[CH:21][N:20]=1. Procedure: 2-Amino-4-(2-furyl)-5-morpholinothiazole (2.15 g, 8.57 mmol) obtained in Step 1 of Example 29 was dissolved in pyridine (25 mL), and 6-chloronicotinoyl chloride (1.81 g, 10.3 mmol) and N,N-dimethylaminopyridine (105 mg, 0.86 mmol) were added thereto. The mixture was stirred at room temperature for 10 hours, and then the solvent was distilled away under reduced pressure. The resulting residue was purified through silica gel column chromatography (hexane:ethyl acetate=1:1 to 1:2) to afford the ent... The product is ClC1=NC=C(C=C1)C(=O)NC=1SC(=C(N1)C=1OC=CC1)N1CCOCC1 (2-Chloro-N-[4-(2-furyl)-5-morpholinothiazol-2-yl]pyridine-5-carboxamide). Reaction conditions: time 10 hour. Reactants: ClC1=NC=C(C(=O)Cl)C=C1 (6-chloronicotinoyl chloride), N,N-dimethylaminopyridine, NC=1SC(=C(N1)C=1OC=CC1)N1CCOCC1 (2-amino-4-(2-furyl)-5-morpholinothiazole). Solvent: N1=CC=CC=C1 (pyridine). Isolated yield 58.5%. The product is Cn1ccc(NC(=O)c2cc(Oc3ccc(S(C)(=O)=O)c(F)c3)c3c(c2)OC(C)(CO)C3)n1. RXN SMILES: [C:1]([CH3:3])([CH3:4])([O:5][C:6](=[O:2])[c:8]1[cH:9][c:10]2[c:11]([c:18]([O:20][c:21]3[cH:22][c:23]([F:31])[c:24]([S:27](=[O:28])(=[O:29])[CH3:30])[cH:25][cH:26]3)[cH:19]1)[CH2:12][C:13]([CH3:15])([CH2:16][OH:17])[O:14]2)[CH3:7].[NH2:32][c:33]1[n:34][n:35]([CH3:38])[cH:36][cH:37]1>>[O:5]=[C:6]([c:8]1[cH:9][c:10]2[c:11]([c:18]([O:20][c:21]3[cH:22][c:23]([F:31])[c:24]([S:27](=[O:28])(=[O:29])[CH3:30])[cH:25][cH:26]3)[cH:19]1)[CH2:12][C:13]([CH3:15])([CH2:16][OH:17])[O:14]2)[NH:32][c:33]1[n:34][n:35]([CH3:38])[cH:36][cH:37]1. Starting materials: CC(C)(C)OC(=O)c1cc(Oc2ccc(S(C)(=O)=O)c(F)c2)c2c(c1)OC(C)(CO)C2, Cn1ccc(N)n1. Reactants: Cl (HCl), ClC(C(=O)OCC)(CCC=O)C#N (Ethyl 2-chloro-2-cyano-5-oxopentanoate), P(Cl)(Cl)Cl (PCl3). The solvent is CN(C)C=O (DMF), CN(C)C=O (DMF). Reaction conditions: temperature 90 celsius, time 2 hour. The product is ClC1=NC=CC=C1C(=O)OCC (Ethyl 2-Chloro-3-pyridinecarboxylate). Yield: 62.0%. RXN SMILES: P(Cl)(Cl)Cl.[ClH:5].Cl[C:7]([C:17]#[N:18])([CH2:13][CH2:14][CH:15]=O)[C:8]([O:10][CH2:11][CH3:12])=[O:9]>CN(C=O)C>[Cl:5][C:17]1[C:7]([C:8]([O:10][CH2:11][CH3:12])=[O:9])=[CH:13][CH:14]=[CH:15][N:18]=1. Procedure details: To 35 mL of DMF were added dropwise 6.85 g of PCl3 (50 mmol). Anhydrous HCl was introduced for 5 minutes while keeping the temperature around 70° C. Ethyl 2-chloro-2-cyano-5-oxopentanoate (7.83 g, 38.5 mmol) in 10 mL of DMF was added at 55° C. The resulting mixture was stirred for 2 h at 90° C., cooled to room temperature, quenched with water, extracted with CH2Cl2, dried over MgSO4, concentrated and distilled to give 4.4 g of the title compound (62%).